Task: describe an organic reaction: reactants, conditions, products, and yield. Dataset: the Open Reaction Database (ORD), a public repository of structured organic reaction records The reactants are S1C2=C(C=C1CCO)C=CC=C2 (2-benzo[b]thiophen-2-yl-ethanol), CCN(C(C)C)C(C)C (DIPEA), S(=O)(=O)(C)Cl (mesylchloride). Run in C(Cl)Cl (CH2Cl2), C(Cl)Cl (CH2Cl2). Conditions: time 18 hour. The product is S1C2=C(C=C1CCOS(=O)(=O)C)C=CC=C2 (methanesulfonic acid 2-benzo[b]thiophen-2-yl-ethyl ester). Isolated yield 99.8%. As a reaction SMILES: [S:1]1[C:5]([CH2:6][CH2:7][OH:8])=[CH:4][C:3]2[CH:9]=[CH:10][CH:11]=[CH:12][C:2]1=2.CCN(C(C)C)C(C)C.[S:22](Cl)([CH3:25])(=[O:24])=[O:23]>C(Cl)Cl>[S:1]1[C:5]([CH2:6][CH2:7][O:8][S:22]([CH3:25])(=[O:24])=[O:23])=[CH:4][C:3]2[CH:9]=[CH:10][CH:11]=[CH:12][C:2]1=2. Procedure: To a solution of 2-benzo[b]thiophen-2-yl-ethanol (16.8 mmol) in CH2Cl2 (60 mL) were added DIPEA (33.6 mmol) and mesylchloride (20.2 mmol.) The mixture was stirred for 18 hrs at RT, diluted with CH2Cl2, washed with sat. NaHCO3 (3×), brine (1×), dried (MgSO4) and concentrated in vacuo to give 4.3 g (99%) of methanesulfonic acid 2-benzo[b]thiophen-2-yl-ethyl ester which was used in the next step without further purification. Starting materials: C1COCCN1, CCNC(=O)c1noc(-c2cc(Cl)c(OCc3ccccc3)cc2OCc2ccccc2)c1-c1ccc(C=O)cc1, CC(=O)O, CO. The product is CCNC(=O)c1noc(-c2cc(Cl)c(OCc3ccccc3)cc2OCc2ccccc2)c1-c1ccc(CN2CCOCC2)cc1. RXN SMILES: [CH2:46]1[CH2:47][O:48][CH2:49][CH2:50][NH:51]1.[CH2:5]([CH3:6])[NH:7][C:8](=[O:9])[c:10]1[n:11][o:12][c:13](-[c:23]2[c:24]([O:38][CH2:39][c:40]3[cH:41][cH:42][cH:43][cH:44][cH:45]3)[cH:25][c:26]([O:30][CH2:31][c:32]3[cH:33][cH:34][cH:35][cH:36][cH:37]3)[c:27]([Cl:29])[cH:28]2)[c:14]1-[c:15]1[cH:16][cH:17][c:18]([CH:21]=[O:22])[cH:19][cH:20]1.[CH3:1][C:2](=[O:3])[OH:4].[CH3:52][OH:53]>>[CH2:5]([CH3:6])[NH:7][C:8](=[O:9])[c:10]1[n:11][o:12][c:13](-[c:23]2[c:24]([O:38][CH2:39][c:40]3[cH:41][cH:42][cH:43][cH:44][cH:45]3)[cH:25][c:26]([O:30][CH2:31][c:32]3[cH:33][cH:34][cH:35][cH:36][cH:37]3)[c:27]([Cl:29])[cH:28]2)[c:14]1-[c:15]1[cH:16][cH:17][c:18]([CH2:21][N:51]2[CH2:46][CH2:47][O:48][CH2:49][CH2:50]2)[cH:19][cH:20]1. Reactants: CN1CC2N(C3=C(CN4C2=CC=C4)C=CC=C3)CC1 (2-methyl-1,3,4,14b-tetrahydro-10H-pyrazino[1,2-a]pyrrolo[2,1-c][1,4]benzodiazepine), CI (methyl iodide). Run in C(Cl)Cl (methylene chloride). Run at time 1 hour. Product: [I-].C[N+]1(CC2N(C3=C(CN4C2=CC=C4)C=CC=C3)CC1)C (2,2-dimethyl-1,3,4,14b-tetrahydro-10H-pyrazino[1,2-a]pyrrolo[2,1-c][1,4]benzodiazepinium iodide). Reaction SMILES: [CH3:1][N:2]1[CH2:19][CH2:18][N:5]2[C:6]3[CH:17]=[CH:16][CH:15]=[CH:14][C:7]=3[CH2:8][N:9]3[CH:13]=[CH:12][CH:11]=[C:10]3[CH:4]2[CH2:3]1.[CH3:20][I:21]>C(Cl)Cl>[I-:21].[CH3:1][N+:2]1([CH3:20])[CH2:19][CH2:18][N:5]2[C:6]3[CH:17]=[CH:16][CH:15]=[CH:14][C:7]=3[CH2:8][N:9]3[CH:13]=[CH:12][CH:11]=[C:10]3[CH:4]2[CH2:3]1 |f:3.4|. Reported procedure: The mixture of 500 mg of 2-methyl-1,3,4,14b-tetrahydro-10H-pyrazino[1,2-a]pyrrolo[2,1-c][1,4]benzodiazepine, 10 ml of methylene chloride and 0.5 ml of methyl iodide is stirred at room temperature for one hour. It is filtered and the residue washed with methylene chloride, to yield the 2,2-dimethyl-1,3,4,14b-tetrahydro-10H-pyrazino[1,2-a]pyrrolo[2,1-c][1,4]benzodiazepinium iodide melting at 258°-260° with decomposition. Starting materials: Cl.SCCN (mercaptoethylamine hydrochloride), C(C=O)(=O)OCC (ethyl glyoxylate), 3A. The product is S1C(NCC1)C(=O)OCC (Ethyl thiazolidine-2-carboxylate). Isolated yield 84.2%. As a reaction SMILES: Cl.[SH:2][CH2:3][CH2:4][NH2:5].[C:6]([O:10][CH2:11][CH3:12])(=[O:9])[CH:7]=O>>[S:2]1[CH2:3][CH2:4][NH:5][CH:7]1[C:6]([O:10][CH2:11][CH3:12])=[O:9] |f:0.1|. Procedure: 22.6 g of mercaptoethylamine hydrochloride and 20.4 g of ethyl glyoxylate are heated with 100 g of 3A molecular sieves on a water bath for 45 min. The mixture is filtered, the filtrate is evaporated in vacuo, the residue is filtered through silica gel and the product is crystallized from methylene chloride/tert.-butyl methyl ether. 27 g of the thiazolidine derivative are obtained. ##STR17## Reaction SMILES: [CH2:1]([O:3][C:4]1[N:5]=[N+:6]([O-])[C:7]([CH3:13])=[CH:8][C:9]=1[O:10][CH2:11][CH3:12])[CH3:2].FC(F)(F)C(OC(=O)C(F)(F)F)=[O:18]>ClCCl>[CH2:11]([O:10][C:9]1[CH:8]=[C:7]([CH2:13][OH:18])[N:6]=[N:5][C:4]=1[O:3][CH2:1][CH3:2])[CH3:12]. Solvent: ClCCl (dichloromethane). Conditions: time 2.5 hour. Procedure: 3,4-Diethoxy-6-methylpyridazine 1-oxide (1.44 g) was initially charged in dichloromethane (50 ml) and admixed dropwise at RT with trifluoroacetic anhydride (2.5 ml). After 2.5 h, the mixture was concentrated to dryness and the residue was taken up with ethanol and saturated potassium carbonate solution. After stirring at RT for 4 h, the mixture was concentrated to dryness again and the residue was admixed with water and dichloromethane. Removal of the organic phase was followed by extraction twi... The product is C(C)OC=1C=C(N=NC1OCC)CO ((5,6-Diethoxypyridazin-3-yl)methanol). Reactants: C(C)OC=1N=[N+](C(=CC1OCC)C)[O-] (3,4-Diethoxy-6-methylpyridazine 1-oxide), FC(C(=O)OC(C(F)(F)F)=O)(F)F (trifluoroacetic anhydride). Reactants: stainless steel, O (water), N.CO (NH3 CH3OH), ClC1=CC=C(C=C1)C(C(=O)OCC)(CC#N)C1=CC=C(C=C1)Cl (Ethyl 2,2-bis(4-chlorophenyl)-3-cyanopropanoate). The reagents and catalysts are [Ni] (nickel). Run in CO (CH3OH). Conditions: time 4 hour. Product: ClC1=CC=C(C=C1)C1(C(NCC1)=O)C1=CC=C(C=C1)Cl (3,3-Bis(4-chlorophenyl)pyrrolidin-2-one). RXN SMILES: O.[Cl:2][C:3]1[CH:8]=[CH:7][C:6]([C:9]([C:18]2[CH:23]=[CH:22][C:21]([Cl:24])=[CH:20][CH:19]=2)([CH2:15][C:16]#[N:17])[C:10](OCC)=[O:11])=[CH:5][CH:4]=1.N.CO>[Ni].CO>[Cl:2][C:3]1[CH:8]=[CH:7][C:6]([C:9]2([C:18]3[CH:23]=[CH:22][C:21]([Cl:24])=[CH:20][CH:19]=3)[CH2:15][CH2:16][NH:17][C:10]2=[O:11])=[CH:5][CH:4]=1 |f:2.3|. Procedure details: A 500 mL stainless steel pressure bottle was charged with a Raney®-nickel 2800/water slurry (23.60 g, 402 mmol), followed by addition of the product from Example 25A (5.90 g, 16.9 mmol) and a solution of 7M NH3—CH3OH (30 mL)/CH3OH (120 mL). The reaction mixture was stirred at ambient temperature under an atmosphere of 30 psi H2 for 4 hours. The mixture was filtered through a nylon membrane and concentrated in vacuo. The crude product was slurried in 5% ethyl acetate/hexane, and the solid was col...